This data is from the Open Reaction Database (ORD), a public repository of structured organic reaction records. The task is: describe an organic reaction: reactants, conditions, products, and yield The reactants are CCOC(=O)CCNC(=O)c1ccc(C(COc2cc(C)c(-c3ccc(C(F)(F)F)cc3)c(C)c2)C(C)C)cc1, CCOCC, Cl, [Na+], C1CCOC1, [OH-], O. Product: Cc1cc(OCC(c2ccc(C(=O)NCCC(=O)O)cc2)C(C)C)cc(C)c1-c1ccc(C(F)(F)F)cc1. Reaction SMILES: [CH2:1]([CH3:2])[O:3][C:4]([CH2:5][CH2:6][NH:7][C:8]([c:9]1[cH:10][cH:11][c:12]([CH:15]([CH:16]([CH3:17])[CH3:18])[CH2:19][O:20][c:21]2[cH:22][c:23]([CH3:38])[c:24](-[c:28]3[cH:29][cH:30][c:31]([C:34]([F:35])([F:36])[F:37])[cH:32][cH:33]3)[c:25]([CH3:27])[cH:26]2)[cH:13][cH:14]1)=[O:39])=[O:40].[CH3:49][CH2:50][O:51][CH2:52][CH3:53].[ClH:43].[Na+:42].[O:44]1[CH2:45][CH2:46][CH2:47][CH2:48]1.[OH-:41].[OH2:54]>>[O:3]=[C:4]([CH2:5][CH2:6][NH:7][C:8]([c:9]1[cH:10][cH:11][c:12]([CH:15]([CH:16]([CH3:17])[CH3:18])[CH2:19][O:20][c:21]2[cH:22][c:23]([CH3:38])[c:24](-[c:28]3[cH:29][cH:30][c:31]([C:34]([F:35])([F:36])[F:37])[cH:32][cH:33]3)[c:25]([CH3:27])[cH:26]2)[cH:13][cH:14]1)=[O:39])[OH:40]. Starting materials: C(C)(=O)O[BH-](OC(C)=O)OC(C)=O.[Na+] (sodium triacetoxyborohydride), CN1N=C(C(=C1C)CC=O)C ((1,3,5-trimethyl-1H-pyrazol-4-yl)-acetaldehyde), FC1=CC=C(C=C1)C=1C(=NC=CN1)N1CCNCC1 (3′-(4-fluorophenyl)-3,4,5,6-tetrahydro-2H-[1,2′]bipyrazinyl), C(Cl)Cl (DCM), C(C)(=O)O (acetic acid). Reaction conditions: time 2 hour. Product: Cl.FC1=CC=C(C=C1)C=1C(=NC=CN1)N1CCN(CC1)CCC=1C(=NN(C1C)C)C (3′-(4-Fluorophenyl)-4-[2-(1,3,5-trimethyl-1H-pyrazol-4-yl)-ethyl]-3,4,5,6-tetrahydro-2H-[1,2′]bipyrazine hydrochloride). The yield is 5.0%. Reaction SMILES: [CH3:1][N:2]1[C:6]([CH3:7])=[C:5]([CH2:8][CH:9]=O)[C:4]([CH3:11])=[N:3]1.[F:12][C:13]1[CH:18]=[CH:17][C:16]([C:19]2[C:20]([N:25]3[CH2:30][CH2:29][NH:28][CH2:27][CH2:26]3)=[N:21][CH:22]=[CH:23][N:24]=2)=[CH:15][CH:14]=1.C(O)(=O)C.C(O[BH-](OC(=O)C)OC(=O)C)(=O)C.[Na+].C(Cl)[Cl:50]>>[ClH:50].[F:12][C:13]1[CH:18]=[CH:17][C:16]([C:19]2[C:20]([N:25]3[CH2:26][CH2:27][N:28]([CH2:9][CH2:8][C:5]4[C:4]([CH3:11])=[N:3][N:2]([CH3:1])[C:6]=4[CH3:7])[CH2:29][CH2:30]3)=[N:21][CH:22]=[CH:23][N:24]=2)=[CH:15][CH:14]=1 |f:3.4,6.7|. Reported procedure: Combine (1,3,5-trimethyl-1H-pyrazol-4-yl)-acetaldehyde (0.35 g, 2.27 mmol) and 3′-(4-fluorophenyl)-3,4,5,6-tetrahydro-2H-[1,2′]bipyrazinyl (0.71 g, 2.76 mmol) in DCM (10 mL) and stir at room temperature for 10 min. Add glacial acetic acid (0.21 mL, 3.44 mmol) followed by sodium triacetoxyborohydride (0.73 g, 3.44 mmol). Stir at room temperature for 2 hr. Concentrate, dissolve in methanol (5 mL) and load on a 10 g SCX column. Wash with methanol (2×50 mL). Elute with 2 M ammonia in methanol (2×30 ...